This data is from the Open Reaction Database (ORD), a public repository of structured organic reaction records. The task is: describe an organic reaction: reactants, conditions, products, and yield The reactants are ClC(CC(C(=O)C1=CC=CC=C1)F)F (γ-chloro-2,4-difluorobutyrophenone), ClC1=CC=C(C=C1)C1(CCNCC1)O (4-(4-chlorophenyl)-4-hydroxypiperidine), C([O-])([O-])=O.[K+].[K+] (potassium carbonate), [I-].[K+] (potassium iodide). Run in CN(C=O)C (dimethylformamide), O (water). The product is Cl.ClC1=CC=C(C=C1)C1(CCN(CC1)C(CC(C(=O)C1=CC=CC=C1)F)F)O (γ-[4-(4-chlorophenyl)-4-hydroxypiperidin-1-yl]-2,4-difluorobutyrophenone hydrochloride). Reaction SMILES: [Cl:1][CH:2]([F:14])[CH2:3][CH:4]([F:13])[C:5]([C:7]1[CH:12]=[CH:11][CH:10]=[CH:9][CH:8]=1)=[O:6].[Cl:15][C:16]1[CH:21]=[CH:20][C:19]([C:22]2([OH:28])[CH2:27][CH2:26][NH:25][CH2:24][CH2:23]2)=[CH:18][CH:17]=1.C(=O)([O-])[O-].[K+].[K+].[I-].[K+]>O.CN(C)C=O>[ClH:1].[Cl:15][C:16]1[CH:21]=[CH:20][C:19]([C:22]2([OH:28])[CH2:23][CH2:24][N:25]([CH:2]([F:14])[CH2:3][CH:4]([F:13])[C:5]([C:7]3[CH:12]=[CH:11][CH:10]=[CH:9][CH:8]=3)=[O:6])[CH2:26][CH2:27]2)=[CH:18][CH:17]=1 |f:2.3.4,5.6,9.10|. Reported procedure: A mixture of γ-chloro-2,4-difluorobutyrophenone (14.2 g), 4-(4-chlorophenyl)-4-hydroxypiperidine (13.8 g), anhydrous potassium carbonate (9.0 g), potassium iodide (0.5 g) and dimethylformamide (170 ml) was heated for 20 hours at 90° - 110°C. After cooling, the reaction mixture was diluted with water and extracted with ether. The ethereal extract was sufficiently washed with water, dried over anhydrous sodium sulfate, treated with hydrogen chloride and then concentrated. Trituration and recrystal... The reactants are C1CCOC1, C[N+](C)(C)Cc1ccccc1, [Cl-], Cl, COc1cc(C#N)c([N+](=O)[O-])cc1OCC1CCN(C)CC1, [Na+], [Na+], O, O=S([O-])S(=O)[O-]. Product: COc1cc(C#N)c(N)cc1OCC1CCN(C)CC1. Reaction SMILES: [CH2:32]1[O:33][CH2:34][CH2:35][CH2:36]1.[CH2:38]([N+:39]([CH3:40])([CH3:41])[CH3:42])[c:43]1[cH:44][cH:45][cH:46][cH:47][cH:48]1.[Cl-:37].[ClH:31].[N+:1]([O-:2])(=[O:3])[c:4]1[c:5]([C:6]#[N:7])[cH:8][c:9]([O:21][CH3:22])[c:10]([O:12][CH2:13][CH:14]2[CH2:15][CH2:16][N:17]([CH3:20])[CH2:18][CH2:19]2)[cH:11]1.[Na+:29].[Na+:30].[OH2:49].[S:23]([S:24]([O-:25])=[O:26])([O-:27])=[O:28]>>[NH2:1][c:4]1[c:5]([C:6]#[N:7])[cH:8][c:9]([O:21][CH3:22])[c:10]([O:12][CH2:13][CH:14]2[CH2:15][CH2:16][N:17]([CH3:20])[CH2:18][CH2:19]2)[cH:11]1. Starting materials: CS(=O)(=O)C1=NN=C(S1)N1C(N(CCC1O)CC=C)=O (Tetrahydro-1-(5-methylsulfonyl-1,3,4-thiadiazol-2-yl)-3-allyl-6-hydroxy-2(1H)-pyrimidinone), ClC(=O)OCC#C (propargyl chloroformate). The solvent is N1=CC=CC=C1 (pyridine), N1=CC=CC=C1 (pyridine). Run at time 15 minute. Product: desired product, CS(=O)(=O)C1=NN=C(S1)N1C(N(CCC1OC(=O)OCC#C)CC=C)=O (tetrahydro-1-(5-methylsulfonyl-1,3,4-thiadiazol-2-yl)-3-allyl-6-propargyloxycarbonyloxy-2(1H)-pyrimidinone). As a reaction SMILES: [CH3:1][S:2]([C:5]1[S:9][C:8]([N:10]2[CH:15]([OH:16])[CH2:14][CH2:13][N:12]([CH2:17][CH:18]=[CH2:19])[C:11]2=[O:20])=[N:7][N:6]=1)(=[O:4])=[O:3].Cl[C:22]([O:24][CH2:25][C:26]#[CH:27])=[O:23]>N1C=CC=CC=1>[CH3:1][S:2]([C:5]1[S:9][C:8]([N:10]2[CH:15]([O:16][C:22]([O:24][CH2:25][C:26]#[CH:27])=[O:23])[CH2:14][CH2:13][N:12]([CH2:17][CH:18]=[CH2:19])[C:11]2=[O:20])=[N:7][N:6]=1)(=[O:4])=[O:3]. Procedure details: Tetrahydro-1-(5-methylsulfonyl-1,3,4-thiadiazol-2-yl)-3-allyl-6-hydroxy-2(1H)-pyrimidinone (0.05 mole) dissolved in pyridine (80 ml) is charged into a glass reaction vessel equipped with a mechanical stirrer and thermometer. The solution is cooled to a temperature of about 10° C. and propargyl chloroformate (0.06 mole) dissolved in pyridine (25 ml) is slowly added with stirring over a period of about 15 minutes. After the addition is completed, the reaction mixture is warmed to room temperature ...